Dataset: the Open Reaction Database (ORD), a public repository of structured organic reaction records. Task: describe an organic reaction: reactants, conditions, products, and yield Reactants: Cl (hydrochloric acid), [H-].[Na+] (Sodium hydride), BrCCCCCCO (6-bromohexanol), ClC1=CC=C(CBr)C=C1 (4-chlorobenzyl bromide). The solvent is O1CCCC1 (tetrahydrofuran). Conditions: temperature 25 celsius, time 5 hour. The product is BrCCCCCCOCC1=CC=C(C=C1)Cl (1-Bromo-6-(4-chlorobenzyloxy)hexane). Reaction SMILES: [H-].[Na+].[Br:3][CH2:4][CH2:5][CH2:6][CH2:7][CH2:8][CH2:9][OH:10].[Cl:11][C:12]1[CH:19]=[CH:18][C:15]([CH2:16]Br)=[CH:14][CH:13]=1.Cl>O1CCCC1>[Br:3][CH2:4][CH2:5][CH2:6][CH2:7][CH2:8][CH2:9][O:10][CH2:16][C:15]1[CH:18]=[CH:19][C:12]([Cl:11])=[CH:13][CH:14]=1 |f:0.1|. Procedure details: Sodium hydride (60%, 0.39 g) was added to a mixture of 6-bromohexanol (1.78 g) and 4-chlorobenzyl bromide (2.02 g) in dry tetrahydrofuran (150 ml). The mixture was stirred at 25° C. for 5 h and poured into 1M hydrochloric acid. Extraction with diethyl ether (3×), and washing the combined extracts with water and brine gave a solution that was dried over magnesium sulfate and evaporated under reduced pressure. The residue so obtained was chromatographed on silica gel using 40-60° C. petroleum ethe... Reactants: C(C)N(CCC(CCCC1=CC(=CC=C1)OC)=O)CC (1-diethylamino-6-(m-methoxyphenyl)-3-hexanone), C(C)NCC (diethylamine). Product: COC=1C=C(C=CC1)CCCC(C=C)=O.C(=C)C(=O)C=C (vinyl ketone 6-(m-methoxyphenyl)-1-hexen-3-one). Reaction SMILES: C(N(CC)[CH2:4][CH2:5][C:6](=[O:18])[CH2:7][CH2:8][CH2:9][C:10]1[CH:15]=[CH:14][CH:13]=[C:12]([O:16][CH3:17])[CH:11]=1)C.C(NCC)C>>[CH3:17][O:16][C:12]1[CH:11]=[C:10]([CH2:9][CH2:8][CH2:7][C:6](=[O:18])[CH:5]=[CH2:4])[CH:15]=[CH:14][CH:13]=1.[CH:11]([C:12]([CH:13]=[CH2:14])=[O:16])=[CH2:10] |f:2.3|. Procedure: Referring now to FIG. 1, wherein the compounds are assigned Roman numerals for identification schematically, the sequence of reactions involved in the synthesis of a specific embodiment, namely, 13β,17α-diethyl-17β-hydroxygon-4-en-3-one, is illustrated. 3-(m-Methoxyphenyl)propanol (I) is heated with phosphorus tribromide in benzene after dropwise addition in the cold to form 3-(m-methoxyphenyl)propyl bromide (II). This halogen compound (II) dissolved in tetrahydrofuran is condensed with sodium a... The reactants are O=C1CCC(=O)N1Br, COC(=O)C(Oc1ccc(C)cc1C(C)=O)c1ccccc1, ClC(Cl)(Cl)Cl, CC(C)(C#N)N=NC(C)(C)C#N. Yields the product COC(=O)C(Oc1ccc(CBr)cc1C(C)=O)c1ccccc1. RXN SMILES: [Br:23][N:24]1[C:25](=[O:26])[CH2:27][CH2:28][C:29]1=[O:30].[C:1]([CH3:2])(=[O:3])[c:4]1[c:5]([O:6][CH:7]([C:8](=[O:9])[O:10][CH3:11])[c:12]2[cH:13][cH:14][cH:15][cH:16][cH:17]2)[cH:18][cH:19][c:20]([CH3:22])[cH:21]1.[Cl:43][C:44]([Cl:45])([Cl:46])[Cl:47].[N:31]#[C:32][C:33]([N:34]=[N:35][C:36]([C:37]#[N:38])([CH3:39])[CH3:40])([CH3:41])[CH3:42]>>[C:1]([CH3:2])(=[O:3])[c:4]1[c:5]([O:6][CH:7]([C:8](=[O:9])[O:10][CH3:11])[c:12]2[cH:13][cH:14][cH:15][cH:16][cH:17]2)[cH:18][cH:19][c:20]([CH2:22][Br:23])[cH:21]1. Reactants: C1=CC=CC=C1 (benzene), Cl (hydrochloric acid), O1CCCC1 (tetrahydrofuran), O (water). Product: ClC1=CC=C(C=C1)[C@@H]1CC[C@H](CC1)CC[C@@H]1CC[C@H](CC1)C=O (trans-4-[2-(trans-4-(4-chlorophenyl)cyclohexyl)ethyl]cyclohexanecarboxaldehyde). Reaction SMILES: [CH:1]1[CH:6]=[CH:5][CH:4]=[CH:3][CH:2]=1.[ClH:7].O.[O:9]1[CH2:13][CH2:12][CH2:11][CH2:10]1>>[Cl:7][C:1]1[CH:6]=[CH:5][C:4]([C@H:1]2[CH2:6][CH2:5][C@H:4]([CH2:3][CH2:2][C@H:1]3[CH2:6][CH2:5][C@H:12]([CH:13]=[O:9])[CH2:11][CH2:10]3)[CH2:3][CH2:2]2)=[CH:3][CH:2]=1. Procedure: A solution of 18.1 g of 4-chloro-1-[trans-4-{2-(4-methoxymethylidene)cyclohexyl)ethyl]cyclohexyl]benzene in 90 ml of tetrahydrofuran is treated with 22.5 ml of 2N hydrochloric acid and boiled at reflux for 30 minutes while stirring and gassing with nitrogen. Subsequently, the reaction mixture is cooled to room temperature, poured into 400 ml of water and extracted with methylene chloride. The organic phases are washed with water, dried over sodium sulphate, filtered and concentrated. The residue... Yields the product N(=[N+]=[N-])C=1C=C(C(=O)NC2=C(C(=CC(=C2)C(C)(C)C)NS(=O)(=O)C)OC)C=CC1 (3-Azido-N-(5-tert-butyl-3-methanesulfonylamino-2-methoxy-phenyl)-benzamide), N(=[N+]=[N-])C=1C=C(C(=O)O)C=CC1 (3-Azido benzoic acid). Reported procedure: 3-Azido-N-(5-tert-butyl-3-methanesulfonylamino-2-methoxy-phenyl)-benzamide was prepared from 3-azido benzoic acid and N-(3-amino-5-tert-butyl-2-methoxy-phenyl)-methane-sulfonamide in the same manner as 3-azido-N-(5-tert-butyl-3-methanesulfonylamino-2-methoxy-phenyl)-4-methyl-benzamide (Example 15). 3-Azido benzoic acid was prepared from 3-amino benzoic acid in the same manner as 3-azido-4-methyl benzoic acid. The reactants are NC=1C=C(C(=O)O)C=CC1 (3-amino benzoic acid), N(=[N+]=[N-])C=1C=C(C(=O)O)C=CC1C (3-azido-4-methyl benzoic acid), N(=[N+]=[N-])C=1C=C(C(=O)O)C=CC1 (3-azido benzoic acid), NC=1C(=C(C=C(C1)C(C)(C)C)NS(=O)(=O)C)OC (N-(3-amino-5-tert-butyl-2-methoxy-phenyl)-methane-sulfonamide), N(=[N+]=[N-])C=1C=C(C(=O)NC2=C(C(=CC(=C2)C(C)(C)C)NS(=O)(=O)C)OC)C=CC1C (3-azido-N-(5-tert-butyl-3-methanesulfonylamino-2-methoxy-phenyl)-4-methyl-benzamide). As a reaction SMILES: [N:1]([C:4]1[CH:5]=[C:6]([CH:10]=[CH:11][CH:12]=1)[C:7]([OH:9])=[O:8])=[N+:2]=[N-:3].NC1C(OC)=C(NS(C)(=O)=O)C=C(C(C)(C)C)C=1.[N:31]([C:34]1[CH:35]=[C:36]([CH:57]=[CH:58][C:59]=1C)[C:37]([NH:39][C:40]1[CH:45]=[C:44]([C:46]([CH3:49])([CH3:48])[CH3:47])[CH:43]=[C:42]([NH:50][S:51]([CH3:54])(=[O:53])=[O:52])[C:41]=1[O:55][CH3:56])=[O:38])=[N+:32]=[N-:33].NC1C=C(C=CC=1)C(O)=O.N(C1C=C(C=CC=1C)C(O)=O)=[N+]=[N-]>>[N:31]([C:34]1[CH:35]=[C:36]([CH:57]=[CH:58][CH:59]=1)[C:37]([NH:39][C:40]1[CH:45]=[C:44]([C:46]([CH3:47])([CH3:48])[CH3:49])[CH:43]=[C:42]([NH:50][S:51]([CH3:54])(=[O:52])=[O:53])[C:41]=1[O:55][CH3:56])=[O:38])=[N+:32]=[N-:33].[N:1]([C:4]1[CH:5]=[C:6]([CH:10]=[CH:11][CH:12]=1)[C:7]([OH:9])=[O:8])=[N+:2]=[N-:3]. Starting materials: C(C)(=O)Cl (acetyl chloride), NC1=C(C=CC=C1)C1=C(N=C(N1CC(C)C)CCC)C#N (5-(2-aminophenyl)-1-(2-methylpropyl)-2-propyl-1H-imidazole-4-carbonitrile). The solvent is C(C)O (ethanol). Product: CC(CN1C(=NC=2C(=NC=3C=CC=CC3C21)N)CCC)C (1-(2-methylpropyl)-2-propyl-1H-imidazo[4,5-c]quinolin-4-amine). The yield is 60.0%. Reaction SMILES: C(Cl)(=O)C.[NH2:5][C:6]1[CH:11]=[CH:10][CH:9]=[CH:8][C:7]=1[C:12]1[N:16]([CH2:17][CH:18]([CH3:20])[CH3:19])[C:15]([CH2:21][CH2:22][CH3:23])=[N:14][C:13]=1[C:24]#[N:25]>C(O)C>[CH3:19][CH:18]([CH3:20])[CH2:17][N:16]1[C:12]2[C:7]3[CH:8]=[CH:9][CH:10]=[CH:11][C:6]=3[N:5]=[C:24]([NH2:25])[C:13]=2[N:14]=[C:15]1[CH2:21][CH2:22][CH3:23]. Reported procedure: Under a nitrogen atmosphere, a solution of acetyl chloride (15 mmol) in anhydrous ethanol (50 mL) was stirred for 15 minutes and then added to 5-(2-aminophenyl)-1-(2-methylpropyl)-2-propyl-1H-imidazole-4-carbonitrile (2.75 g). The reaction was heated at reflux under nitrogen for 16 hours, allowed to cool to room temperature, and concentrated under reduced pressure. The residue was partitioned between 2M aqueous sodium carbonate and chloroform. The aqueous layer was separated and extracted twice ... Starting materials: [Mg] (magnesium), CCOCC (ether), FC1=C(C#N)C=CC(=C1)F (2,4-difluorobenzonitrile), CCOCC (ether), Cl (hydrochloric acid), C(C1=CC=CC=C1)N1CC(CC1)CCl (1-benzyl-3-chloromethylpyrrolidine), CCOCC (ether). Solvent: O (water). Product: C(C1=CC=CC=C1)N1CC(CC1)CC(C1=C(C=C(C=C1)F)F)=O (1-Benzyl-3-[(2,4-difluorobenzoyl)methyl]-pyrrolidine). RXN SMILES: [CH2:1]([N:8]1[CH2:12][CH2:11][CH:10]([CH2:13]Cl)[CH2:9]1)[C:2]1[CH:7]=[CH:6][CH:5]=[CH:4][CH:3]=1.[Mg].[F:16][C:17]1[CH:24]=[C:23]([F:25])[CH:22]=[CH:21][C:18]=1[C:19]#N.Cl.CC[O:29]CC>O>[CH2:1]([N:8]1[CH2:12][CH2:11][CH:10]([CH2:13][C:19](=[O:29])[C:18]2[CH:21]=[CH:22][C:23]([F:25])=[CH:24][C:17]=2[F:16])[CH2:9]1)[C:2]1[CH:7]=[CH:6][CH:5]=[CH:4][CH:3]=1. Procedure: A solution containing 238 mmol of 1-benzyl-3-chloromethylpyrrolidine in 400 ml of ether is added to a suspension containing 238 mmol of magnesium in 100 ml of ether. The combined mixture is brought to reflux until the metal has disappeared. After cooling, 238 mmol of 2,4-difluorobenzonitrile in 200 ml of ether are added to this solution. The mixture is brought to reflux for 24 hours, is then hydrolyzed with 78 ml of concentrated hydrochloric acid and 50 ml of water and again brought to boiling p... Starting materials: BrC1=CC=C(C=C1)C1=NC(=NC(=N1)C1=CC=CC=C1)C1=CC=CC=C1 (2-(4-Bromophenyl)-4,6-diphenyl-1,3,5-triazine), C1(=CC=CC=C1)C=1C2=CC=CC=C2C(=C2C=CC(=CC12)B(O)O)C1=CC=CC=C1 (9,10-diphenylanthracene-2-boronic acid), C([O-])([O-])=O.[Na+].[Na+] (sodium carbonate). The reagents and catalysts are C=1C=CC(=CC1)[P](C=2C=CC=CC2)(C=3C=CC=CC3)[Pd]([P](C=4C=CC=CC4)(C=5C=CC=CC5)C=6C=CC=CC6)([P](C=7C=CC=CC7)(C=8C=CC=CC8)C=9C=CC=CC9)[P](C=1C=CC=CC1)(C=1C=CC=CC1)C=1C=CC=CC1 (tetrakis(triphenylphosphine)palladium). The solvent is COCCOC (1,2-dimethoxyethane). Product: C1(=CC=CC=C1)C=1C2=CC=CC=C2C(=C2C=CC(=CC12)C1=CC=C(C=C1)C1=NC(=NC(=N1)C1=CC=CC=C1)C1=CC=CC=C1)C1=CC=CC=C1 (9,10-diphenyl-2-[4-(4,6-diphenyl-1,3,5-triazine-2-yl)phenyl]anthracene). The yield is 79.8%. As a reaction SMILES: Br[C:2]1[CH:7]=[CH:6][C:5]([C:8]2[N:13]=[C:12]([C:14]3[CH:19]=[CH:18][CH:17]=[CH:16][CH:15]=3)[N:11]=[C:10]([C:20]3[CH:25]=[CH:24][CH:23]=[CH:22][CH:21]=3)[N:9]=2)=[CH:4][CH:3]=1.[C:26]1([C:32]2[C:33]3[C:38]([C:39]([C:49]4[CH:54]=[CH:53][CH:52]=[CH:51][CH:50]=4)=[C:40]4[C:45]=2[CH:44]=[C:43](B(O)O)[CH:42]=[CH:41]4)=[CH:37][CH:36]=[CH:35][CH:34]=3)[CH:31]=[CH:30][CH:29]=[CH:28][CH:27]=1.C(=O)([O-])[O-].[Na+].[Na+]>COCCOC.C1C=CC([P]([Pd]([P](C2C=CC=CC=2)(C2C=CC=CC=2)C2C=CC=CC=2)([P](C2C=CC=CC=2)(C2C=CC=CC=2)C2C=CC=CC=2)[P](C2C=CC=CC=2)(C2C=CC=CC=2)C2C=CC=CC=2)(C2C=CC=CC=2)C2C=CC=CC=2)=CC=1>[C:26]1([C:32]2[C:33]3[C:38]([C:39]([C:49]4[CH:54]=[CH:53][CH:52]=[CH:51][CH:50]=4)=[C:40]4[C:45]=2[CH:44]=[C:43]([C:17]2[CH:16]=[CH:15][C:14]([C:12]5[N:13]=[C:8]([C:5]6[CH:6]=[CH:7][CH:2]=[CH:3][CH:4]=6)[N:9]=[C:10]([C:20]6[CH:25]=[CH:24][CH:23]=[CH:22][CH:21]=6)[N:11]=5)=[CH:19][CH:18]=2)[CH:42]=[CH:41]4)=[CH:37][CH:36]=[CH:35][CH:34]=3)[CH:31]=[CH:30][CH:29]=[CH:28][CH:27]=1 |f:2.3.4,^1:70,72,91,110|. Procedure details: 2-(4-Bromophenyl)-4,6-diphenyl-1,3,5-triazine 4.3 g (11 mmol), 9,10-diphenylanthracene-2-boronic acid 4.9 g (13 mmol) and tetrakis(triphenylphosphine)palladium 0.25 g (0.22 mmol) were dissolved in 60 mL of 1,2-dimethoxyethane. A 2.0M sodium carbonate aqueous solution 30 mL was added thereto, and the solution was refluxed for 8 hours under argon atmosphere by heating. After finishing the reaction, the solution was filtered, and a solid matter obtained was washed with water, methanol and toluene t... The reactants are CCCC1(C(O)c2ccc3c(ccn3C(=O)OC(C)(C)C)c2)CCCN1C(=O)OC(C)(C)C, CC(=O)OI1(OC(C)=O)(OC(C)=O)OC(=O)c2ccccc21, ClCCl. Reaction SMILES: [C:1]([CH3:2])([CH3:3])([CH3:4])[O:5][C:6](=[O:7])[n:8]1[cH:9][cH:10][c:11]2[cH:12][c:13]([CH:17]([OH:18])[C:19]3([CH2:31][CH2:32][CH3:33])[N:20]([C:24](=[O:25])[O:26][C:27]([CH3:28])([CH3:29])[CH3:30])[CH2:21][CH2:22][CH2:23]3)[cH:14][cH:15][c:16]12.[CH3:34][C:35]([O:36][I:37]1([O:47][C:48]([CH3:49])=[O:50])([O:51][C:52]([CH3:53])=[O:54])[c:38]2[c:39]([cH:40][cH:41][cH:42][cH:43]2)[C:44](=[O:45])[O:46]1)=[O:55].[Cl:56][CH2:57][Cl:58]>>[C:1]([CH3:2])([CH3:3])([CH3:4])[O:5][C:6](=[O:7])[n:8]1[cH:9][cH:10][c:11]2[cH:12][c:13]([C:17](=[O:18])[C:19]3([CH2:31][CH2:32][CH3:33])[N:20]([C:24](=[O:25])[O:26][C:27]([CH3:28])([CH3:29])[CH3:30])[CH2:21][CH2:22][CH2:23]3)[cH:14][cH:15][c:16]12. The product is CCCC1(C(=O)c2ccc3c(ccn3C(=O)OC(C)(C)C)c2)CCCN1C(=O)OC(C)(C)C.